This data is from the Open Reaction Database (ORD), a public repository of structured organic reaction records. The task is: describe an organic reaction: reactants, conditions, products, and yield The reactants are C(C)C1C(CCC(C(OC(C2CCCCN2C(C(C2(C(CC(C(C(CC(CC(=C1)C)C)OC)O2)OC)C)O)=O)=O)=O)C(=CC2CC(C(CC2)O[Si](C)(C)C(C)(C)C)O)C)C)=O (17-ethyl-1-hydroxy-12-[2'-(4"(tert-butyldimethylsiloxy)-3"-hydroxycyclohexyl)-1'-methylvinyl]-23,25-dimethoxy-13,19,21,27-tetramethyl-11,28-dioxa-4-azatricyclo[22.3.1.04,9 ]octacos-18-ene-2,3,10,16-tetraone), C(C=C)OC(C(Cl)(Cl)Cl)=N (allyltrichloroacetimidate), FC(S(=O)(=O)O)(F)F (Trifluoromethanesulfonic acid). Yields the product C(C)C1C(CCC(C(OC(C2CCCCN2C(C(C2(C(CC(C(C(CC(CC(=C1)C)C)OC)O2)OC)C)O)=O)=O)=O)C(=CC2CC(C(CC2)O[Si](C)(C)C(C)(C)C)OCC=C)C)C)=O (17-Ethyl-1-hydroxy-12-[2'-(4"-(tert-butyldimethylsiloxy)-3"-allyloxycyclohexyl)-1'-methylvinyl]-23,25-dimethoxy-13,19,21,27-tetramethyl-11,28-dioxa-4-azatricyclo[22.3.1.04,9 ]octacos-18-ene-2,3,10,16-tetraone). As a reaction SMILES: [CH2:1]([CH:3]1[CH:29]=[C:28]([CH3:30])[CH2:27][CH:26]([CH3:31])[CH2:25][CH:24]([O:32][CH3:33])[CH:23]2[O:34][C:19]([OH:38])([CH:20]([CH3:37])[CH2:21][CH:22]2[O:35][CH3:36])[C:18](=[O:39])[C:17](=[O:40])[N:16]2[CH:11]([CH2:12][CH2:13][CH2:14][CH2:15]2)[C:10](=[O:41])[O:9][CH:8]([C:42]([CH3:59])=[CH:43][CH:44]2[CH2:49][CH2:48][CH:47]([O:50][Si:51]([C:54]([CH3:57])([CH3:56])[CH3:55])([CH3:53])[CH3:52])[CH:46]([OH:58])[CH2:45]2)[CH:7]([CH3:60])[CH2:6][CH2:5][C:4]1=[O:61])[CH3:2].[CH2:62](OC(=N)C(Cl)(Cl)Cl)[CH:63]=[CH2:64].FC(F)(F)S(O)(=O)=O>>[CH2:1]([CH:3]1[CH:29]=[C:28]([CH3:30])[CH2:27][CH:26]([CH3:31])[CH2:25][CH:24]([O:32][CH3:33])[CH:23]2[O:34][C:19]([OH:38])([CH:20]([CH3:37])[CH2:21][CH:22]2[O:35][CH3:36])[C:18](=[O:39])[C:17](=[O:40])[N:16]2[CH:11]([CH2:12][CH2:13][CH2:14][CH2:15]2)[C:10](=[O:41])[O:9][CH:8]([C:42]([CH3:59])=[CH:43][CH:44]2[CH2:49][CH2:48][CH:47]([O:50][Si:51]([C:54]([CH3:57])([CH3:56])[CH3:55])([CH3:52])[CH3:53])[CH:46]([O:58][CH2:64][CH:63]=[CH2:62])[CH2:45]2)[CH:7]([CH3:60])[CH2:6][CH2:5][C:4]1=[O:61])[CH3:2]. Procedure details: To a solution of 17-ethyl-1-hydroxy-12-[2'-(4"(tert-butyldimethylsiloxy)-3"-hydroxycyclohexyl)-1'-methylvinyl]-23,25-dimethoxy-13,19,21,27-tetramethyl-11,28-dioxa-4-azatricyclo[22.3.1.04,9 ]octacos-18-ene-2,3,10,16-tetraone (186 mg in 6 ml 33% methylene chloride in cyclohexane) allyltrichloroacetimidate (62 μl neat) was added and the reagents allowed to mix for 5 minutes. Trifluoromethanesulfonic acid (5 μl neat) was added slowly via syringe and the mixture stirred at room temperature. After 24 ... Starting materials: CC(C)(C)OC(=O)N1CCC(C(=O)NS(=O)(=O)c2cc(C(F)(F)F)cc(C(F)(F)F)c2)CC1, CO, CCOCC, ClCCl, Cl. Product: Cl, O=C(NS(=O)(=O)c1cc(C(F)(F)F)cc(C(F)(F)F)c1)C1CCNCC1. RXN SMILES: [C:1]([O:2][C:3](=[O:4])[N:8]1[CH2:9][CH2:10][CH:11]([C:14](=[O:15])[NH:16][S:17](=[O:18])(=[O:19])[c:20]2[cH:21][c:22]([C:30]([F:31])([F:32])[F:33])[cH:23][c:24]([C:26]([F:27])([F:28])[F:29])[cH:25]2)[CH2:12][CH2:13]1)([CH3:5])([CH3:6])[CH3:7].[CH3:35][OH:36].[CH3:40][CH2:41][O:42][CH2:43][CH3:44].[Cl:37][CH2:38][Cl:39].[ClH:34]>>[ClH:34].[NH:8]1[CH2:9][CH2:10][CH:11]([C:14](=[O:15])[NH:16][S:17](=[O:18])(=[O:19])[c:20]2[cH:21][c:22]([C:30]([F:31])([F:32])[F:33])[cH:23][c:24]([C:26]([F:27])([F:28])[F:29])[cH:25]2)[CH2:12][CH2:13]1. Reactants: CCOC(=O)CBr, C1COCCO1, CCCCCC(C)=O, Cl, I, [Zn]. Yields the product CCCCCC(C)(O)CC(=O)OCC. RXN SMILES: [Br:9][CH2:10][C:11](=[O:12])[O:13][CH2:14][CH3:15].[CH2:18]1[O:19][CH2:20][CH2:21][O:22][CH2:23]1.[CH3:1][C:2]([CH2:3][CH2:4][CH2:5][CH2:6][CH3:7])=[O:8].[ClH:17].[I:16].[Zn:24]>>[CH3:1][C:2]([CH2:3][CH2:4][CH2:5][CH2:6][CH3:7])([OH:8])[CH2:10][C:11](=[O:12])[O:13][CH2:14][CH3:15]. Reactants: BrCc1ccccc1, CN(C)[S+](N(C)C)N(C)C, CC#N, FC(F)(F)C(F)([S-])C(F)(F)F. Yields the product FC(F)(F)C(F)(SCc1ccccc1)C(F)(F)F. Reaction SMILES: [Br:1][CH2:2][c:3]1[cH:4][cH:5][cH:6][cH:7][cH:8]1.[CH3:20][N:21]([S+:22]([N:23]([CH3:24])[CH3:25])[N:26]([CH3:27])[CH3:28])[CH3:29].[CH3:30][C:31]#[N:32].[F:9][C:10]([C:11]([F:12])([F:13])[F:14])([S-:15])[C:16]([F:17])([F:18])[F:19]>>[CH2:2]([c:3]1[cH:4][cH:5][cH:6][cH:7][cH:8]1)[S:15][C:10]([F:9])([C:11]([F:12])([F:13])[F:14])[C:16]([F:17])([F:18])[F:19]. The reactants are CCNC(=O)C1OC(n2cnc3c(Cl)nc(N)nc32)C(OC(=O)c2ccccc2)C1OC(=O)c1ccccc1, C1CCOC1, [Cu]I, I, ICI, CCCCON=O. Yields the product CCNC(=O)C1OC(n2cnc3c(Cl)nc(I)nc32)C(OC(=O)c2ccccc2)C1OC(=O)c1ccccc1. Reaction SMILES: [C:8]([c:9]1[cH:10][cH:11][cH:12][cH:13][cH:14]1)(=[O:15])[O:16][CH:17]1[CH:18]([n:36]2[c:37]3[n:38][c:39]([NH2:46])[n:40][c:41]([Cl:45])[c:42]3[n:43][cH:44]2)[O:19][CH:20]([C:31](=[O:32])[NH:33][CH2:34][CH3:35])[CH:21]1[O:22][C:23]([c:24]1[cH:25][cH:26][cH:27][cH:28][cH:29]1)=[O:30].[CH2:51]1[O:52][CH2:53][CH2:54][CH2:55]1.[Cu:56][I:57].[I:47].[I:48][CH2:49][I:50].[N:1]([O:2][CH2:3][CH2:4][CH2:5][CH3:6])=[O:7]>>[C:8]([c:9]1[cH:10][cH:11][cH:12][cH:13][cH:14]1)(=[O:15])[O:16][CH:17]1[CH:18]([n:36]2[c:37]3[n:38][c:39]([I:48])[n:40][c:41]([Cl:45])[c:42]3[n:43][cH:44]2)[O:19][CH:20]([C:31](=[O:32])[NH:33][CH2:34][CH3:35])[CH:21]1[O:22][C:23]([c:24]1[cH:25][cH:26][cH:27][cH:28][cH:29]1)=[O:30].